This data is from the Open Reaction Database (ORD), a public repository of structured organic reaction records. The task is: describe an organic reaction: reactants, conditions, products, and yield Starting materials: 34b, NC=1C=C(C=CC1F)O (3-amino-4-fluorophenol), C(C)(C)(C)SC(C(C(C)=O)CC1=CC=C(C=C1)S(=O)(=O)C)=O (2-(4-methanesulfonylbenzyl)-3-oxothiobutyric acid S-tert-butyl ester). Yields the product FC1=C(C=C(C=C1)O)NC(C(C(C)=O)CC1=CC=C(C=C1)S(=O)(=O)C)=O (N-(2-fluoro-5-hydroxyphenyl)-2-(4-methanesulfonylbenzyl)-3-oxobutyramide). As a reaction SMILES: [NH2:1][C:2]1[CH:3]=[C:4]([OH:9])[CH:5]=[CH:6][C:7]=1[F:8].C(S[C:15](=[O:31])[CH:16]([CH2:20][C:21]1[CH:26]=[CH:25][C:24]([S:27]([CH3:30])(=[O:29])=[O:28])=[CH:23][CH:22]=1)[C:17](=[O:19])[CH3:18])(C)(C)C>>[F:8][C:7]1[CH:6]=[CH:5][C:4]([OH:9])=[CH:3][C:2]=1[NH:1][C:15](=[O:31])[CH:16]([CH2:20][C:21]1[CH:26]=[CH:25][C:24]([S:27]([CH3:30])(=[O:28])=[O:29])=[CH:23][CH:22]=1)[C:17](=[O:19])[CH3:18]. Procedure details: The title compound was prepared by the method of Preparation 34b using 3-amino-4-fluorophenol and 2-(4-methanesulfonylbenzyl)-3-oxothiobutyric acid S-tert-butyl ester. Starting materials: C1CSCCN1, C=CS(=O)(=O)Nc1cccc(-c2nc(SC)nc3sc(C(=O)NC(C)(C)C)c(N)c23)c1. The product is CSc1nc(-c2cccc(NS(=O)(=O)CCN3CCSCC3)c2)c2c(N)c(C(=O)NC(C)(C)C)sc2n1. RXN SMILES: [CH2:1]1[CH2:2][S:3][CH2:4][CH2:5][NH:6]1.[NH2:7][c:8]1[c:9]([C:31](=[O:32])[NH:33][C:34]([CH3:35])([CH3:36])[CH3:37])[s:10][c:11]2[n:12][c:13]([S:29][CH3:30])[n:14][c:15](-[c:17]3[cH:18][c:19]([NH:23][S:24](=[O:25])(=[O:26])[CH:27]=[CH2:28])[cH:20][cH:21][cH:22]3)[c:16]12>>[CH2:1]1[CH2:2][S:3][CH2:4][CH2:5][N:6]1[CH2:28][CH2:27][S:24]([NH:23][c:19]1[cH:18][c:17](-[c:15]2[n:14][c:13]([S:29][CH3:30])[n:12][c:11]3[s:10][c:9]([C:31](=[O:32])[NH:33][C:34]([CH3:35])([CH3:36])[CH3:37])[c:8]([NH2:7])[c:16]32)[cH:22][cH:21][cH:20]1)(=[O:25])=[O:26]. The reactants are Cl.NCC=1C=C(C(=NC1)C(F)F)C(=O)OCC (ethyl 5-(aminomethyl)-2-(difluoromethyl)pyridine-3-carboxylate hydrochloride), CCN(C(C)C)C(C)C (DIPEA), C(C(C)C)(=O)Cl (isobutyryl chloride). Procedure details: In a thermally controlled reactor stir a mixture of ethyl 5-(aminomethyl)-2-(difluoromethyl)pyridine-3-carboxylate hydrochloride (198 g, 742.4 mmol, 1.0 equiv), DCM (3040 mL), and DIPEA (520 mL, 2.98 mol, 4 equiv), then add a solution of isobutyryl chloride (95 mL, 903 mmol, 1.2 equiv) at such a rate so that the internal temperature is held between 18° C. and 22° C. Stir for 90 min. Extract the reaction mixture with NaHCO3 (sat., 1 L). Add water (1 L) and DCM (1 L), and filter the resulting susp... Solvent: C(Cl)Cl (DCM). Yield: 73.6%. Reaction SMILES: Cl.[NH2:2][CH2:3][C:4]1[CH:5]=[C:6]([C:13]([O:15][CH2:16][CH3:17])=[O:14])[C:7]([CH:10]([F:12])[F:11])=[N:8][CH:9]=1.CCN(C(C)C)C(C)C.[C:27](Cl)(=[O:31])[CH:28]([CH3:30])[CH3:29]>C(Cl)Cl>[F:11][CH:10]([F:12])[C:7]1[C:6]([C:13]([O:15][CH2:16][CH3:17])=[O:14])=[CH:5][C:4]([CH2:3][NH:2][C:27](=[O:31])[CH:28]([CH3:30])[CH3:29])=[CH:9][N:8]=1 |f:0.1|. The product is FC(C1=NC=C(C=C1C(=O)OCC)CNC(C(C)C)=O)F (Ethyl 2-(difluoromethyl)-5-{[(2-methylpropanoyl)amino]methyl}pyridine-3-carboxylate). Starting materials: [OH-].[Na+] (sodium hydroxide), COC(=O)C=1C=C2C(=CNC2=CC1)CCCCN1CCC(CC1)C1=CNC2=CC=CC=C12 (3-[1-(4-(5-methoxycarbonylindol-3-yl)butyl)-4-piperidyl]indole), [H-].[Al+3].[Li+].[H-].[H-].[H-] (lithium aluminum hydride). Run in C1CCOC1 (THF), C1CCOC1 (THF). The product is OCC=1C=C2C(=CNC2=CC1)CCCCN1CCC(CC1)C1=CNC2=CC=CC=C12 (3-[1-(4-(5-hydroxymethylindol-3-yl)butyl)-4-piperidyl]indole). RXN SMILES: C[O:2][C:3]([C:5]1[CH:6]=[C:7]2[C:11](=[CH:12][CH:13]=1)[NH:10][CH:9]=[C:8]2[CH2:14][CH2:15][CH2:16][CH2:17][N:18]1[CH2:23][CH2:22][CH:21]([C:24]2[C:32]3[C:27](=[CH:28][CH:29]=[CH:30][CH:31]=3)[NH:26][CH:25]=2)[CH2:20][CH2:19]1)=O.[H-].[Al+3].[Li+].[H-].[H-].[H-].[OH-].[Na+]>C1COCC1>[OH:2][CH2:3][C:5]1[CH:6]=[C:7]2[C:11](=[CH:12][CH:13]=1)[NH:10][CH:9]=[C:8]2[CH2:14][CH2:15][CH2:16][CH2:17][N:18]1[CH2:19][CH2:20][CH:21]([C:24]2[C:32]3[C:27](=[CH:28][CH:29]=[CH:30][CH:31]=3)[NH:26][CH:25]=2)[CH2:22][CH2:23]1 |f:1.2.3.4.5.6,7.8|. Reported procedure: A solution of 3.6 g of 3-[1-(4-(5-methoxycarbonylindol-3-yl)butyl)-4-piperidyl]indole in 40 ml of THF is added dropwise to a suspension of 0.6 g of lithium aluminum hydride in 20 ml of THF with stirring. The mixture is then stirred for a further hour at 25°, 20 ml of dilute sodium hydroxide solution are added, the mixture is filtered and the filtrate is worked up in a conventional manner. 3-[1-(4-(5-hydroxymethylindol-3-yl)butyl)-4-piperidyl]indole is obtained. Reactants: COC1=C(CN2CC=3N(C4=C(C2=O)SC=C4)C=NC3C(=O)OCC)C=CC(=C1)OC (ethyl 5-(2,4-dimethoxybenzyl)-5,6-dihydro-6-oxo-4H-imidazo[1,5-a]thieno[2,3-f][1,4]diazepine-3-carboxylate). Run in FC(C(=O)O)(F)F (trifluoroacetic acid). Yields the product O=C1NCC=2N(C3=C1SC=C3)C=NC2C(=O)OCC (ethyl 5,6-dihydro-6-oxo-4H-imidazo[1,5-a]thieno[2,3-f][1,4]diazepine-3-carboxylate). Yield: 68.5%. As a reaction SMILES: COC1C=C(OC)C=CC=1C[N:6]1[C:12](=[O:13])[C:11]2[S:14][CH:15]=[CH:16][C:10]=2[N:9]2[CH:17]=[N:18][C:19]([C:20]([O:22][CH2:23][CH3:24])=[O:21])=[C:8]2[CH2:7]1>FC(F)(F)C(O)=O>[O:13]=[C:12]1[C:11]2[S:14][CH:15]=[CH:16][C:10]=2[N:9]2[CH:17]=[N:18][C:19]([C:20]([O:22][CH2:23][CH3:24])=[O:21])=[C:8]2[CH2:7][NH:6]1. Reported procedure: 3. 3.6 g of ethyl 5-(2,4-dimethoxybenzyl)-5,6-dihydro-6-oxo-4H-imidazo[1,5-a]thieno[2,3-f][1,4]diazepine-3-carboxylate are heated to reflux in 12.5 ml of trifluoroacetic acid for 2 h. The reaction mixture is then evaporated in a vacuum and the residue is partitioned between dichloromethane and water. The mixture is neutralized by the addition of sodium hydrogen carbonate. The emulsion obtained is filtered through Dicalite and the Dicalite is rinsed with dichloromethane. The phases of the filtrat... The reactants are C(C(=O)Cl)(=O)Cl (oxalyl chloride), C(Cl)Cl (methylene chloride), [Si](C1=CC=CC=C1)(C1=CC=CC=C1)(C(C)(C)C)O[C@@H]([C@@H](C1=CC(=C(C(=C1)F)F)F)NC[C@H](C)O)C ((S)-1-[(1R,2R)-2-tert-butyldiphenylsilanyloxy-1-(3,4,5-trifluorophenyl)propylamino]propan-2-ol), TEA, O (water). The reagents and catalysts are CN(C)C1=CC=NC=C1 (4-(N,N-dimethylamino)pyridine). Solvent: C(C)(=O)OCC (ethyl acetate). Product: [Si](C1=CC=CC=C1)(C1=CC=CC=C1)(C(C)(C)C)O[C@@H]([C@@H](C1=CC(=C(C(=C1)F)F)F)N1C(C(O[C@H](C1)C)=O)=O)C ((S)-4-[(1R,2R)-2-tert-butyldiphenylsilanyloxy-1-(3,4,5-trifluorophenyl)propyl]-6-methylmorpholin-2,3-dione). As a reaction SMILES: [C:1](Cl)(=[O:5])[C:2](Cl)=[O:3].C(Cl)Cl.[Si:10]([O:27][C@H:28]([CH3:44])[C@H:29]([NH:39][CH2:40][C@@H:41]([OH:43])[CH3:42])[C:30]1[CH:35]=[C:34]([F:36])[C:33]([F:37])=[C:32]([F:38])[CH:31]=1)([C:23]([CH3:26])([CH3:25])[CH3:24])([C:17]1[CH:22]=[CH:21][CH:20]=[CH:19][CH:18]=1)[C:11]1[CH:16]=[CH:15][CH:14]=[CH:13][CH:12]=1.O>CN(C1C=CN=CC=1)C.C(OCC)(=O)C>[Si:10]([O:27][C@H:28]([CH3:44])[C@H:29]([N:39]1[CH2:40][C@H:41]([CH3:42])[O:43][C:2](=[O:3])[C:1]1=[O:5])[C:30]1[CH:35]=[C:34]([F:36])[C:33]([F:37])=[C:32]([F:38])[CH:31]=1)([C:23]([CH3:25])([CH3:26])[CH3:24])([C:11]1[CH:16]=[CH:15][CH:14]=[CH:13][CH:12]=1)[C:17]1[CH:22]=[CH:21][CH:20]=[CH:19][CH:18]=1. Reported procedure: In nitrogen atmosphere, oxalyl chloride (45 μL) was dropwise added to a methylene chloride solution (2 mL) of (S)-1-[(1R,2R)-2-tert-butyldiphenylsilanyloxy-1-(3,4,5-trifluorophenyl)propylamino]propan-2-ol (171 mg), TEA (0.17 mL), and 4-(N,N-dimethylamino)pyridine (8 mg) under ice-cooling. This reaction solution was stirred under ice-cooling for 2 hr. To the reaction solution, iced-water and ethyl acetate were added. The organic layer was separated, washed with water, 1 N hydrochloric acid, water... Reactants: C(C)N(C(C1=C(C=C(C=C1[Si](C)(C)C)Br)Cl)=O)C(C(C)(C)C)OC (N-ethyl-N-(1-methoxy-2,2-dimethylpropyl)-2-chloro-4-bromo-6-(trimethylsilyl)benzamide), C(=O)=O.CC(=O)C (dry-ice acetone), [Li]CCCC (n-BuLi), hexanes, CN(C)C=O (DMF), C(=O)(O)[O-].[Na+] (NaHCO3). Run in C1CCOC1 (THF), C1CCOC1 (THF). Run at temperature -78 celsius, time 15 minute. Yields the product ClC1=C(C(=O)NCC)C(=CC(=C1)C=O)[Si](C)(C)C (2-Chloro-N-ethyl-4-formyl-6-(trimethylsilyl)benzamide). The yield is 40.0%. Reaction SMILES: C([N:3]([CH:18](OC)[C:19](C)(C)C)[C:4](=[O:17])[C:5]1[C:10]([Si:11]([CH3:14])([CH3:13])[CH3:12])=[CH:9][C:8](Br)=[CH:7][C:6]=1[Cl:16])C.[C:25](=O)=[O:26].CC(C)=O.[Li]CCCC.CN(C=O)C.C([O-])(O)=O.[Na+]>C1COCC1>[Cl:16][C:6]1[CH:7]=[C:8]([CH:25]=[O:26])[CH:9]=[C:10]([Si:11]([CH3:12])([CH3:13])[CH3:14])[C:5]=1[C:4]([NH:3][CH2:18][CH3:19])=[O:17] |f:1.2,5.6|. Procedure details: A solution of N-ethyl-N-(1-methoxy-2,2-dimethylpropyl)-2-chloro-4-bromo-6-(trimethylsilyl)benzamide (820 mg, 1.89 mmol) in THF (2 mL) was added dropwise to a dry-ice/acetone cooled solution of 2.5M n-BuLi in hexanes (1 mL, 2.5 mmol) in THF (2 mL). The resulting red solution was stirred at -78° C. for 15 min, then DMF (500 mL, 6.5 mmol) was added in a single portion. After 5 min, the reaction was poured into sat aq NaHCO3 and extracted with ether (2X). The combined organic extracts were dried (Mg... The reactants are OC=1C=C2C=CNC2=CC1 (5-hydroxyindole), FC1=C(C(=O)OC)C=CC(=C1)F (methyl 2,4-difluorobenzoate), [O-]P(=O)([O-])[O-].[K+].[K+].[K+] (K3PO4). Run in COCCOCCOC (diglyme), CCOCC (ether). Run at time 24 hour. The product is N1C=CC2=CC(=CC=C12)OC1=C(C(=O)OC)C=CC(=C1)F (methyl 2-(1H-indol-5-yloxy)-4-fluorobenzoate). Reaction SMILES: [OH:1][C:2]1[CH:3]=[C:4]2[C:8](=[CH:9][CH:10]=1)[NH:7][CH:6]=[CH:5]2.F[C:12]1[CH:21]=[C:20]([F:22])[CH:19]=[CH:18][C:13]=1[C:14]([O:16][CH3:17])=[O:15].[O-]P([O-])([O-])=O.[K+].[K+].[K+]>COCCOCCOC.CCOCC>[NH:7]1[C:8]2[C:4](=[CH:3][C:2]([O:1][C:12]3[CH:21]=[C:20]([F:22])[CH:19]=[CH:18][C:13]=3[C:14]([O:16][CH3:17])=[O:15])=[CH:10][CH:9]=2)[CH:5]=[CH:6]1 |f:2.3.4.5|. Procedure: A mixture of 5-hydroxyindole (8.5 g), methyl 2,4-difluorobenzoate (7.05 g), and K3PO4 (9.32 g) in diglyme (40 mL) at 115° C. was stirred for 24 hours. The reaction was cooled, diluted with ether (600 mL), and washed twice with water, and brine, and concentrated. The crude product was chromatographed on silica gel with 2-50% ethyl acetate/hexanes.